From a dataset of the Open Reaction Database (ORD), a public repository of structured organic reaction records. describe an organic reaction: reactants, conditions, products, and yield Starting materials: O (water), CNC (dimethylamine), COCC1=NC=CC(=N1)Cl (2-methoxymethyl-4-chloropyrimidine). Solvent: C(C)O (ethanol), C(C)O (ethanol). Run at time 16 hour. Yields the product COCC1=NC=CC(=N1)N(C)C (2-methoxymethyl-4-dimethylaminopyrimidine). RXN SMILES: [CH3:1][NH:2][CH3:3].[CH3:4][O:5][CH2:6][C:7]1[N:12]=[C:11](Cl)[CH:10]=[CH:9][N:8]=1.O>C(O)C>[CH3:4][O:5][CH2:6][C:7]1[N:12]=[C:11]([N:2]([CH3:3])[CH3:1])[CH:10]=[CH:9][N:8]=1. Procedure: A 33% w/w solution of dimethylamine in ethanol (45 ml) was added dropwise to a stirred solution of 2-methoxymethyl-4-chloropyrimidine (7.54 g) in ethanol (100 ml), cooled over an ice bath. The mixture was allowed to warm to room temperature, and left to stand for 16 hours. After stripping, the residue was treated with water (100 ml), and extracted with chloroform. The extracts were dried (K2CO3) and stripped to give 2-methoxymethyl-4-dimethylaminopyrimidine (7.41 g) as an oil. Reactants: COC(=O)CNC1=C(C=C(C=C1)N1C(C=2CCCCC2C1=O)=O)[N+](=O)[O-] (2-(4-Methoxycarbonylmethylamino-3-nitrophenyl)-4,5,6,7-tetrahydro-2H-isoindole-1,3-dione), resultant solution. Reagents/catalysts: [Fe] (iron). The solvent is O (water), C(C)(=O)O (acetic acid), C(C)(=O)OCC (ethyl acetate), C(C)(=O)O (acetic acid). Run at time 3 hour. Product: N1C(CNC2=CC=C(C=C12)N1C(C=2CCCCC2C1=O)=O)=O (2-(3,4-dihydro-2(1H)-quinoxalinon-7-yl)-4,5,6,7-tetrahydro-2H-isoindole-1,3-dione). Isolated yield 76.3%. Reaction SMILES: C[O:2][C:3]([CH2:5][NH:6][C:7]1[CH:12]=[CH:11][C:10]([N:13]2[C:21](=[O:22])[C:20]3[CH2:19][CH2:18][CH2:17][CH2:16][C:15]=3[C:14]2=[O:23])=[CH:9][C:8]=1[N+:24]([O-])=O)=O>C(O)(=O)C.C(OCC)(=O)C.O.[Fe]>[NH:24]1[C:8]2[C:7](=[CH:12][CH:11]=[C:10]([N:13]3[C:14](=[O:23])[C:15]4[CH2:16][CH2:17][CH2:18][CH2:19][C:20]=4[C:21]3=[O:22])[CH:9]=2)[NH:6][CH2:5][C:3]1=[O:2]. Procedure: 2-(4-Methoxycarbonylmethylamino-3-nitrophenyl)-4,5,6,7-tetrahydro-2H-isoindole-1,3-dione (2.06 g) was dissolved in a mixture of acetic acid (20 ml) and ethyl acetate (20 ml), and the resultant solution was dropwise added to a mixture of 5% aqueous acetic acid (10 ml) and iron powder (4 g) at 70° to 80° C., followed by stirring at the same temperature for 3 hours. The reaction mixture was allowed to cool, diluted with water and extracted with ethyl acetate. The extract was washed with sodium bica... Starting materials: O=C([O-])[O-], CS(C)=O, CCOC(C)=O, ClCc1ccc(Cl)nc1, [K+], [K+], O, O=[N+]([O-])N=C1NCCN1C=C(c1ccccc1)c1ccccc1. The product is O=[N+]([O-])N=C1N(C=C(c2ccccc2)c2ccccc2)CCN1Cc1ccc(Cl)nc1. RXN SMILES: [C:33](=[O:34])([O-:35])[O-:36].[CH3:39][S:40]([CH3:41])=[O:42].[CH3:43][CH2:44][O:45][C:46](=[O:47])[CH3:48].[Cl:24][c:25]1[n:26][cH:27][c:28]([CH2:31][Cl:32])[cH:29][cH:30]1.[K+:37].[K+:38].[OH2:49].[c:1]1([C:7](=[CH:8][N:9]2[C:10](=[N:14][N+:15](=[O:16])[O-:17])[NH:11][CH2:12][CH2:13]2)[c:18]2[cH:19][cH:20][cH:21][cH:22][cH:23]2)[cH:2][cH:3][cH:4][cH:5][cH:6]1>>[c:1]1([C:7](=[CH:8][N:9]2[C:10](=[N:14][N+:15](=[O:16])[O-:17])[N:11]([CH2:31][c:28]3[cH:27][n:26][c:25]([Cl:24])[cH:30][cH:29]3)[CH2:12][CH2:13]2)[c:18]2[cH:19][cH:20][cH:21][cH:22][cH:23]2)[cH:2][cH:3][cH:4][cH:5][cH:6]1. Reaction SMILES: [Br:41][CH2:42][C:43](=[O:44])[NH2:45].[C:33](=[O:34])([O-:35])[O-:36].[CH3:1][N:2]1[CH2:3][CH2:4][N:5]([c:8]2[cH:9][cH:10][c:11]([NH:14][CH:15]=[C:16]3[C:17](=[O:32])[NH:18][C:19](=[O:31])[c:20]4[cH:21][cH:22][c:23](-[c:26]5[cH:27][nH:28][cH:29][cH:30]5)[cH:24][c:25]43)[cH:12][cH:13]2)[CH2:6][CH2:7]1.[CH3:46][C:47](=[O:48])[CH3:49].[CH3:50][N:51]([CH3:52])[CH:53]=[O:54].[I-:40].[K+:37].[K+:38].[Na+:39]>>[CH3:1][N:2]1[CH2:3][CH2:4][N:5]([c:8]2[cH:9][cH:10][c:11]([NH:14][CH:15]=[C:16]3[C:17](=[O:32])[NH:18][C:19](=[O:31])[c:20]4[cH:21][cH:22][c:23](-[c:26]5[cH:27][n:28]([CH2:42][C:43](=[O:44])[NH2:45])[cH:29][cH:30]5)[cH:24][c:25]43)[cH:12][cH:13]2)[CH2:6][CH2:7]1. The product is CN1CCN(c2ccc(NC=C3C(=O)NC(=O)c4ccc(-c5ccn(CC(N)=O)c5)cc43)cc2)CC1. The reactants are NC(=O)CBr, O=C([O-])[O-], CN1CCN(c2ccc(NC=C3C(=O)NC(=O)c4ccc(-c5cc[nH]c5)cc43)cc2)CC1, CC(C)=O, CN(C)C=O, [I-], [K+], [K+], [Na+].